Dataset: the Open Reaction Database (ORD), a public repository of structured organic reaction records. Task: describe an organic reaction: reactants, conditions, products, and yield Reactants: BrCC1=CCCCC1 (1-bromomethyl-1-cyclohexene), NCCO (2-aminoethanol). Run in ClC=C(Cl)Cl (trichloroethylene), [OH-].[Na+] (NaOH). Conditions: time 3 day. Yields the product OCCNCC1=CCCCC1 (N-hydroxyethyl-N-cyclohex-1-enylmethylamine). Isolated yield 62.0%. As a reaction SMILES: Br[CH2:2][C:3]1[CH2:8][CH2:7][CH2:6][CH2:5][CH:4]=1.[NH2:9][CH2:10][CH2:11][OH:12]>ClC=C(Cl)Cl.[OH-].[Na+]>[OH:12][CH2:11][CH2:10][NH:9][CH2:2][C:3]1[CH2:8][CH2:7][CH2:6][CH2:5][CH:4]=1 |f:3.4|. Procedure details: A solution of 1-bromomethyl-1-cyclohexene (3.25 g) and 2-aminoethanol (6 mL) in trichloroethylene (40 mL) was heated at the reflux temp. for 3 d, cooled to room temp., and diluted with a 1N NaOH solution (30 mL). The aqueous layer was extracted with CH2Cl2 (4×20 mL) and the combined organic layers were washed with H2O (30 mL) and a saturated NaCl solution (30 mL), dried (Na2SO4) and concentrated under reduced pressure. The residue was purified by vacuum distillation to give N-hydroxyethyl-N-cycl... Reactants: C(#N)C1CN(C1)S(=O)(=O)N (3-cyanoazetidine-1-sulfonamide), N1(CCC1)S(=O)(=O)N (azetidine-1-sulfonamide), C12(CC3CC(CC(C1)C3)C2)COC2=CC(=C(C(=O)O)C=C2C2CC2)F (4-(adamantan-1-ylmethoxy)-5-cyclopropyl-2-fluorobenzoic acid), C12(CC3CC(CC(C1)C3)C2)COC2=CC(=C(C(=O)O)C=C2C=C)F (4-(adamantan-1-ylmethoxy)-2-fluoro-5-vinylbenzoic acid). The product is C12(CC3CC(CC(C1)C3)C2)COC2=CC(=C(C(=O)NS(=O)(=O)N3CCC3)C=C2C=C)F (4-(adamantan-1-ylmethoxy)-N-(azetidin-1-ylsulfonyl)-2-fluoro-5-vinylbenzamide), solid. Yield: 36.0%. Reaction SMILES: [C:1]12([CH2:11][O:12][C:13]3[C:21]([CH:22]4C[CH2:23]4)=[CH:20][C:16]([C:17]([OH:19])=O)=[C:15]([F:25])[CH:14]=3)[CH2:10][CH:5]3[CH2:6][CH:7]([CH2:9][CH:3]([CH2:4]3)[CH2:2]1)[CH2:8]2.C12(COC3C(C=C)=CC(C(O)=O)=C(F)C=3)CC3CC(CC(C3)C1)C2.C([CH:52]1[CH2:55][N:54]([S:56]([NH2:59])(=[O:58])=[O:57])[CH2:53]1)#N.N1(S(N)(=O)=O)CCC1>>[C:1]12([CH2:11][O:12][C:13]3[C:21]([CH:22]=[CH2:23])=[CH:20][C:16]([C:17]([NH:59][S:56]([N:54]4[CH2:55][CH2:52][CH2:53]4)(=[O:58])=[O:57])=[O:19])=[C:15]([F:25])[CH:14]=3)[CH2:8][CH:7]3[CH2:9][CH:3]([CH2:4][CH:5]([CH2:6]3)[CH2:10]1)[CH2:2]2. Procedure details: Following the procedure as described in Example 230 and making variations as required to replace 4-(adamantan-1-ylmethoxy)-5-cyclopropyl-2-fluorobenzoic acid with 4-(adamantan-1-ylmethoxy)-2-fluoro-5-vinylbenzoic acid and 3-cyanoazetidine-1-sulfonamide with azetidine-1-sulfonamide, the title compound was obtained as colorless solid (0.13 g, 36%): 1H NMR (300 MHz, DMSO-d6) δ 11.75 (s, 1H), 7.81 (d, J=8.4 Hz, 1H), 7.04 (d, J=12.9 Hz, 1H), 6.91 (dd, J=11.3 Hz, 17.8 Hz, 1H), 5.93 (dd, J=1.0 Hz, 17.8... The reactants are IC1=C(N(C(=N1)C1=CC(=CC=C1)C(F)(F)F)C)C(=O)N1CCC(CC1)N1CCCC1 ([5-iodo-3-methyl-2-(3-trifluoromethyl-phenyl)-3H-imidazol-4-yl]-(4-pyrrolidin-1-yl-piperidin-1-yl)-methanone), C[Si](C)(C)C#C (trimethylsilylacetylene). Product: CN1C(=NC(=C1C(=O)N1CCC(CC1)N1CCCC1)C#C[Si](C)(C)C)C1=CC(=CC=C1)C(F)(F)F ([3-Methyl-2-(3-trifluoromethyl-phenyl)-5-trimethylsilanylethynyl-3H-imidazol-4-yl]-(4-pyrrolidin-1-yl-piperidin-1-yl)-methanone). Reaction SMILES: I[C:2]1[N:6]=[C:5]([C:7]2[CH:12]=[CH:11][CH:10]=[C:9]([C:13]([F:16])([F:15])[F:14])[CH:8]=2)[N:4]([CH3:17])[C:3]=1[C:18]([N:20]1[CH2:25][CH2:24][CH:23]([N:26]2[CH2:30][CH2:29][CH2:28][CH2:27]2)[CH2:22][CH2:21]1)=[O:19].[CH3:31][Si:32]([C:35]#[CH:36])([CH3:34])[CH3:33]>>[CH3:17][N:4]1[C:3]([C:18]([N:20]2[CH2:25][CH2:24][CH:23]([N:26]3[CH2:30][CH2:29][CH2:28][CH2:27]3)[CH2:22][CH2:21]2)=[O:19])=[C:2]([C:36]#[C:35][Si:32]([CH3:34])([CH3:33])[CH3:31])[N:6]=[C:5]1[C:7]1[CH:12]=[CH:11][CH:10]=[C:9]([C:13]([F:16])([F:15])[F:14])[CH:8]=1. Procedure: In analogy to the procedure described for example 12, [5-iodo-3-methyl-2-(3-trifluoromethyl-phenyl)-3H-imidazol-4-yl]-(4-pyrrolidin-1-yl-piperidin-1-yl)-methanone (example 36) was reacted with trimethylsilylacetylene to give the title compound as brown oil. MS: 503.3 (MH+). The reactants are ClCCCl, O=C(O)c1n[nH]cc1[N+](=O)[O-], CC(C)(C)OC(=O)N1CCC(N)CC1, CN(C)C=O, On1nnc2cccnc21. The product is CC(C)(C)OC(=O)N1CCC(NC(=O)c2n[nH]cc2[N+](=O)[O-])CC1. RXN SMILES: [CH2:26]([Cl:27])[CH2:28][Cl:29].[N+:1](=[O:2])([O-:3])[c:4]1[c:5]([C:9](=[O:10])[OH:11])[n:6][nH:7][cH:8]1.[NH2:12][CH:13]1[CH2:14][CH2:15][N:16]([C:19](=[O:20])[O:21][C:22]([CH3:23])([CH3:24])[CH3:25])[CH2:17][CH2:18]1.[O:40]=[CH:41][N:42]([CH3:43])[CH3:44].[OH:30][n:31]1[c:32]2[n:33][cH:34][cH:35][cH:36][c:37]2[n:38][n:39]1>>[N+:1](=[O:2])([O-:3])[c:4]1[c:5]([C:9](=[O:11])[NH:12][CH:13]2[CH2:14][CH2:15][N:16]([C:19](=[O:20])[O:21][C:22]([CH3:23])([CH3:24])[CH3:25])[CH2:17][CH2:18]2)[n:6][nH:7][cH:8]1. The reactants are [BH4-], CCOC(=O)C1CC(C)(c2cccc(Br)c2)N=C(NC(=O)OC(C)(C)C)S1, CCO, [Li+], C1CCOC1. Yields the product CC(C)(C)OC(=O)NC1=NC(C)(c2cccc(Br)c2)CC(CO)S1. Reaction SMILES: [BH4-:28].[Br:1][c:2]1[cH:3][c:4]([C:8]2([CH3:27])[N:9]=[C:10]([NH:19][C:20](=[O:21])[O:22][C:23]([CH3:24])([CH3:25])[CH3:26])[S:11][CH:12]([C:14](=[O:15])[O:16][CH2:17][CH3:18])[CH2:13]2)[cH:5][cH:6][cH:7]1.[CH3:35][CH2:36][OH:37].[Li+:29].[O:30]1[CH2:31][CH2:32][CH2:33][CH2:34]1>>[Br:1][c:2]1[cH:3][c:4]([C:8]2([CH3:27])[N:9]=[C:10]([NH:19][C:20](=[O:21])[O:22][C:23]([CH3:24])([CH3:25])[CH3:26])[S:11][CH:12]([CH2:14][OH:15])[CH2:13]2)[cH:5][cH:6][cH:7]1. Reactants: BrCc1ccccc1c2ccccc2 (2PhPh), CC(C)(C)OC(=O)N1CCN(CC1)c2ccc(NC(=O)c3oc(cc3)c4ccc(Cl)cc4)cc2 (p-Cl Core). The reagents and catalysts are O=S(=O)(O)O (H2SO4), CCN=P(N=P(N(C)C)(N(C)C)N(C)C)(N(C)C)N(C)C (P2-Et). Run in COCCOCCOC (diglyme), CN(C)C=O (DMF), CN(C)C=O (DMF), CN(C)C=O (DMF). Reaction conditions: temperature 23 celsius, time 20 hour. Product: Clc1ccc(cc1)c2oc(cc2)C(=O)N(Cc3ccccc3c4ccccc4)c5ccc(cc5)N6CCNCC6 (MK2_Alk_09), CC(C)(C)OC(=O)N1CCN(CC1)c2ccc(NC(=O)c3oc(cc3)c4ccc(Cl)cc4)cc2 (p-Cl Core), CC(C)(C)OC(=O)N1CCN(CC1)c2ccc(NC(=O)c3oc(cc3)c4ccc(Cl)cc4)cc2 (MK2_Core_Cl). The yield is 55.0%. Reactants: C(Br)C1CO1 (epibromohydrin), FC(C(=O)C(F)(F)F)(F)F (hexafluoroacetone), Compound 7. Reagents/catalysts: [Br-].C(CCC)[N+](CCCC)(CCCC)CCCC (tetrabutylammonium bromide). The solvent is O (water). Yields the product FC(C1(OCC(O1)CBr)C(F)(F)F)(F)F (2,2-bis(trifluoromethyl)-4-bromomethyl-1,3-dioxolane). Reaction SMILES: [CH2:1]([CH:3]1[O:5][CH2:4]1)[Br:2].[F:6][C:7]([F:15])([F:14])[C:8]([C:10]([F:13])([F:12])[F:11])=[O:9]>[Br-].C([N+](CCCC)(CCCC)CCCC)CCC.O>[F:6][C:7]([F:15])([F:14])[C:8]1([C:10]([F:13])([F:12])[F:11])[O:5][CH:3]([CH2:1][Br:2])[CH2:4][O:9]1 |f:2.3|. Procedure: This compound was prepared from epibromohydrin and hexafluoroacetone (HFA) (1:1 mole ratio) in the presence of catalytic amounts of tetrabutylammonium bromide and water at 125° C. in 95% isolated yield. Compound 7 has a boiling point 56° C./2 mm. 1H NMR (neat): δ4.88 (m, IH), 4.73 (t, J =7.5 Hz, IH), 4.22 (t, J=7.5 Hz, lH), 3.60 (m, 2H); 19F NMR (neat): -80.5 (q, J=8.5 Hz, 3F), -81.0 (q, J=8.5 Hz, 3F). Anal. Calc. for C6H5BrF6O2 : C: 23.78, H: 1.66, Br: 26.37, F: 37.62; Found: C: 23.91, H: 1.64,...